From a dataset of the Open Reaction Database (ORD), a public repository of structured organic reaction records. describe an organic reaction: reactants, conditions, products, and yield The reactants are Br, CC(=O)O, COc1ccc2cc(C)[nH]c2c1. Product: Cc1cc2ccc(O)cc2[nH]1. As a reaction SMILES: [BrH:13].[CH3:14][C:15](=[O:16])[OH:17].[CH3:1][O:2][c:3]1[cH:4][cH:5][c:6]2[cH:7][c:8]([CH3:12])[nH:9][c:10]2[cH:11]1>>[OH:2][c:3]1[cH:4][cH:5][c:6]2[cH:7][c:8]([CH3:12])[nH:9][c:10]2[cH:11]1. Starting materials: CC(C)([O-])C.[K+] (potassium t-butoxide), COC=1C=C2CCC(NC2=CC1C=O)=O (6-Methoxy-2-oxo-1,2,3,4-tetrahydro-quinoline-7-carbaldehyde), COS(=O)(=O)OC (dimethylsulfate). Run in C([O-])(O)=O.[Na+] (sodium bicarbonate), C1CCOC1 (THF). Run at temperature 0 celsius, time 30 minute. Yields the product CN1C(CCC2=CC(=C(C=C12)C=O)OC)=O (1-Methyl-6-methoxy-2-oxo-1,2,3,4-tetrahydro-quinoline-7-carbaldehyde). As a reaction SMILES: [CH3:1][O:2][C:3]1[CH:4]=[C:5]2[C:10](=[CH:11][C:12]=1[CH:13]=[O:14])[NH:9][C:8](=[O:15])[CH2:7][CH2:6]2.[CH3:16]C(C)([O-])C.[K+].COS(OC)(=O)=O>C1COCC1.C(=O)(O)[O-].[Na+]>[CH3:16][N:9]1[C:10]2[C:5](=[CH:4][C:3]([O:2][CH3:1])=[C:12]([CH:13]=[O:14])[CH:11]=2)[CH2:6][CH2:7][C:8]1=[O:15] |f:1.2,5.6|. Procedure: 6-Methoxy-2-oxo-1,2,3,4-tetrahydro-quinoline-7-carbaldehyde 30 mg (0.146 mmol) was dissolved in 5 ml of anhydrous THF and the solution was cooled to 0° C. The reaction mixture was treated with 16 mg (0.146 mmol) of potassium t-butoxide whereupon it became yellow in color. After stirring for 30 minutes, the mixture was treated with 14 μl (0.146 mmol) dimethylsulfate and slowly warmed to room temperature while stirring for 16 hours. The reaction mixture was diluted with saturated aqueous sodium bi... Starting materials: C1(CCC(=O)O1)=O (succinic acid anhydride), C(C1=CC=CC=C1)O (benzyl alcohol), C([O-])([O-])=O.[Cs+].[Cs+] (cesium carbonate), CN(C=O)C (N,N-dimethylforamide). Run in C(C)(=O)OCC (ethyl acetate). Reaction conditions: temperature 100 celsius, time 2 hour. The product is C(C1=CC=CC=C1)OC(CCC(=O)O)=O (succinic acid monobenzyl ester). Yield: 70.5%. RXN SMILES: [C:1]1(=[O:7])[O:6][C:4](=[O:5])[CH2:3][CH2:2]1.[CH2:8]([OH:15])[C:9]1[CH:14]=[CH:13][CH:12]=[CH:11][CH:10]=1.C(=O)([O-])[O-].[Cs+].[Cs+].CN(C)C=O>C(OCC)(=O)C>[CH2:8]([O:15][C:4](=[O:5])[CH2:3][CH2:2][C:1]([OH:6])=[O:7])[C:9]1[CH:14]=[CH:13][CH:12]=[CH:11][CH:10]=1 |f:2.3.4|. Reported procedure: A mixture of 5.0 g (0.05 mol) of succinic acid anhydride, 5.4 g (0.05 mol) of benzyl alcohol, 16.25 g (0.05 mol) of cesium carbonate, and 50 ml of N,N-dimethylforamide was stirred at 100° C. for 2 hours. The reaction mixture was cooled to room temperature, and then poured into 200 ml of ethyl acetate. The mixture was washed with saturated aqueous NaCl containing 0.35 N HCl (3×100 mL). The ethyl acetate phase, which contains the product, was collected and dried over anhydrous MgSO4. The MgSO4 was...